This data is from the Open Reaction Database (ORD), a public repository of structured organic reaction records. The task is: describe an organic reaction: reactants, conditions, products, and yield Starting materials: S(=O)(Cl)Cl (thionyl chloride), 2-chlorohydrin, C(C)(C)NC(C)C (diisopropylamine), [OH-].[K+] (KOH), C1=CC=CC=C1 (benzene). The product is Cl.C(C)(C)N(CCCl)C(C)C (2-diisopropylamino chloroethane hydrochloride). Isolated yield 38.0%. RXN SMILES: [CH:1]([NH:4][CH:5]([CH3:7])[CH3:6])([CH3:3])[CH3:2].[OH-].[K+].S(Cl)([Cl:12])=O.[CH:14]1[CH:19]=CC=CC=1>>[ClH:12].[CH:1]([N:4]([CH:5]([CH3:7])[CH3:6])[CH2:19][CH2:14][Cl:12])([CH3:3])[CH3:2] |f:1.2,5.6|. Procedure details: 3.6 ml (53.6 mmol) of 2-chlorohydrin was added dropwise into 5 ml (35.7 mmol) of diisopropylamine. The mixture was heated to the reflux temperature and reacted for 5 h. After cooling to room temperature, 8% KOH and 10 ml benzene were added. The mixture was stirred and the benzene layer separated was washed with a saturated saline solution, then dried over anhydrous sodium sulfate and filtrated. Into the filtrate, 5.2 ml (71.3 mmol) of thionyl chloride was added dropwise. The mixture was reacted ... Starting materials: FC1=CC=C(C=C1)NC(=O)C=1C=NC(=NC1)OCC(=O)O ([5-(4-fluorophenylcarbamoyl)pyrimidin-2-yloxy]acetic acid), NC1=CC=CC=C1 (aniline). Solvent: CO.ClCCl (methanol dichloromethane). Yields the product FC1=CC=C(C=C1)NC(=O)C=1C=NC(=NC1)OCC(NC1=CC=CC=C1)=O (2-Phenylcarbamoylmethoxypyrimidine-5-carboxylic acid (4-fluorophenyl)amide). Yield: 22.0%. Reaction SMILES: [F:1][C:2]1[CH:7]=[CH:6][C:5]([NH:8][C:9]([C:11]2[CH:12]=[N:13][C:14]([O:17][CH2:18][C:19]([OH:21])=O)=[N:15][CH:16]=2)=[O:10])=[CH:4][CH:3]=1.[NH2:22][C:23]1[CH:28]=[CH:27][CH:26]=[CH:25][CH:24]=1>CO.ClCCl>[F:1][C:2]1[CH:3]=[CH:4][C:5]([NH:8][C:9]([C:11]2[CH:16]=[N:15][C:14]([O:17][CH2:18][C:19](=[O:21])[NH:22][C:23]3[CH:28]=[CH:27][CH:26]=[CH:25][CH:24]=3)=[N:13][CH:12]=2)=[O:10])=[CH:6][CH:7]=1 |f:2.3|. Procedure details: The titled compound was prepared from [5-(4-fluorophenylcarbamoyl)pyrimidin-2-yloxy]acetic acid using aniline (12 mg, 0.13 mmol) as the coupling partner. Chromatography (10% methanol/dichloromethane) through SiO2 yielded 14 mg (22%) of the titled compound. ESI-MS m/z 367 (MH+), 365 (M−H−). Starting materials: O=[N+]([O-])[O-].[O-][N+]([O-])=O.[O-][N+]([O-])=O.[O-][N+]([O-])=O.[O-][N+]([O-])=O.[O-][N+]([O-])=O.[Ce+4].[NH4+].[NH4+] (CAN), COC1=C(C(=C(C2=C1CCC(CC2)CCOC2=NC1=CC=CC=C1C=C2)OC)OC)OC (2-[2-(1,2,3,4-tetramethoxy-6,7,8,9-tetrahydro-5H-benzo[a]cyclohepten-7-yl)ethoxy]quinoline), N1=C(C=CC=C1C(=O)O)C(=O)O (pyridine-2,6-dicarboxylic acid), C1CCOC1 (THF). Run in C([O-])(O)=O.[Na+] (sodium bicarbonate), O (water), O (water). Conditions: time 15 minute. Product: COC1=C(C(C2=C(CCC(CC2)CCOC2=NC3=CC=CC=C3C=C2)C1=O)=O)OC (2,3-Dimethoxy-7-[2-(2-quinolyloxy)ethyl]-4,5,6,7,8,9-hexahydro-1H-benzo[a]cycloheptene-1,4-dione). Isolated yield 64.8%. Reaction SMILES: C[O:2][C:3]1[C:8]2[CH2:9][CH2:10][CH:11]([CH2:14][CH2:15][O:16][C:17]3[CH:26]=[CH:25][C:24]4[C:19](=[CH:20][CH:21]=[CH:22][CH:23]=4)[N:18]=3)[CH2:12][CH2:13][C:7]=2[C:6]([O:27]C)=[C:5]([O:29][CH3:30])[C:4]=1[O:31][CH3:32].N1C(C(O)=O)=CC=CC=1C(O)=O.C1COCC1.O=[N+]([O-])[O-].[O-][N+](=O)[O-].[O-][N+](=O)[O-].[O-][N+](=O)[O-].[O-][N+](=O)[O-].[O-][N+](=O)[O-].[Ce+4].[NH4+].[NH4+]>C(=O)(O)[O-].[Na+].O>[CH3:32][O:31][C:4]1[C:3](=[O:2])[C:8]2[CH2:9][CH2:10][CH:11]([CH2:14][CH2:15][O:16][C:17]3[CH:26]=[CH:25][C:24]4[C:19](=[CH:20][CH:21]=[CH:22][CH:23]=4)[N:18]=3)[CH2:12][CH2:13][C:7]=2[C:6](=[O:27])[C:5]=1[O:29][CH3:30] |f:3.4.5.6.7.8.9.10.11,12.13|. Procedure: To a mixture of 2-[2-(1,2,3,4-tetramethoxy-6,7,8,9-tetrahydro-5H-benzo[a]cyclohepten-7-yl)ethoxy]quinoline (580 mg), pyridine-2,6-dicarboxylic acid (667 mg), THF (18 ml), and water (6 ml) was added an water (6 ml) solution of CAN (2.92 g) with cooling with ice. After being stirred for 15 min, the reaction mixture was diluted with saturated aqueous sodium bicarbonate and extracted with ethyl acetate. The organic layer was washed with water and saturated aqueous sodium chloride and dried. The solv... Reactants: CC(=O)O[BH-](OC(C)=O)OC(C)=O, O=Cc1ccc(Cl)c(C(=O)NCC23CC4CC(CC(C4)C2)C3)c1, ClCCCl, CC(C)(CN)CO, [Na+]. Product: CC(C)(CO)CNCc1ccc(Cl)c(C(=O)NCC23CC4CC(CC(C4)C2)C3)c1. As a reaction SMILES: [C:31]([O:32][BH-:33]([O:34][C:35](=[O:36])[CH3:37])[O:38][C:39](=[O:40])[CH3:41])(=[O:42])[CH3:43].[Cl:1][c:2]1[c:3]([C:4](=[O:5])[NH:6][CH2:7][C:8]23[CH2:9][CH:10]4[CH2:11][CH:12]([CH2:13][CH:14]([CH2:15]2)[CH2:16]4)[CH2:17]3)[cH:18][c:19]([CH:22]=[O:23])[cH:20][cH:21]1.[Cl:45][CH2:46][CH2:47][Cl:48].[NH2:24][CH2:25][C:26]([CH2:27][OH:28])([CH3:29])[CH3:30].[Na+:44]>>[Cl:1][c:2]1[c:3]([C:4](=[O:5])[NH:6][CH2:7][C:8]23[CH2:9][CH:10]4[CH2:11][CH:12]([CH2:13][CH:14]([CH2:15]2)[CH2:16]4)[CH2:17]3)[cH:18][c:19]([CH2:22][NH:24][CH2:25][C:26]([CH2:27][OH:28])([CH3:29])[CH3:30])[cH:20][cH:21]1. Starting materials: [OH-].[Na+] (NaOH), C(=O)C1=C2C(OCC2)=CC2=C1OCC2 (4-Formyl-2,3,6,7-tetrahydro-benzo[1,2-b; 4,5-b′]difuran). Reagents/catalysts: [Ag-]=O (silver(I) oxide). Reaction conditions: temperature 0 celsius, time 5 hour. The product is O1C=2C(CC1)=C(C=1OCCC1C2)C(=O)O (2,3,6,7-Tetrahydro-benzo[1,2-b; 4,5-b′]difuran-4-carboxylic acid). As a reaction SMILES: [CH:1]([C:3]1[C:11]2[O:12][CH2:13][CH2:14][C:10]=2[CH:9]=[C:5]2[O:6][CH2:7][CH2:8][C:4]=12)=[O:2].[OH-:15].[Na+]>[Ag-]=O>[O:6]1[CH2:7][CH2:8][C:4]2=[C:3]([C:1]([OH:15])=[O:2])[C:11]3[O:12][CH2:13][CH2:14][C:10]=3[CH:9]=[C:5]12 |f:1.2|. Reported procedure: 4-Formyl-2,3,6,7-tetrahydro-benzo[1,2-b; 4,5-b′]difuran (0.25 mmol; Lit.: A. P. Monte, D. Marona-Lewicka, M. A. Parker, D. B. Wainscott, D. L. Nelson, D. E. Nichols J. Med. Chem., 1996, 39, 2953-2961) is added to a stirred suspension of silver(I) oxide (0.375 mmol) in an aq. NaOH solution (5%, 0.20 mL). The mixture is stirred for 5 h, filtered and washed with water (2.0 mL). The filtrate is cooled to 0° C. and made acidic by dropwise addition of hydrochloric acid (25%). The obtained suspension i...